From a dataset of the Open Reaction Database (ORD), a public repository of structured organic reaction records. describe an organic reaction: reactants, conditions, products, and yield The reactants are FC1=CC=C(C=C1)[C@H]1CN(CCO1)CC1=CC=CC=C1 ((2S)-2-(4-fluorophenyl)-4-(benzyl)morpholine), ClC(=O)OCC (ethyl chloroformate). Run in C1(=CC=CC=C1)C (toluene), C1(=CC=CC=C1)C (toluene). Conditions: time 3 hour. Product: FC1=CC=C(C=C1)[C@H]1CN(CCO1)C(=O)OCC (ethyl (S)-2-(4-fluorophenyl)morpholine-4-carboxylate). Yield: 125.9%. Reaction SMILES: [F:1][C:2]1[CH:7]=[CH:6][C:5]([C@@H:8]2[O:13][CH2:12][CH2:11][N:10](CC3C=CC=CC=3)[CH2:9]2)=[CH:4][CH:3]=1.Cl[C:22]([O:24][CH2:25][CH3:26])=[O:23]>C1(C)C=CC=CC=1>[F:1][C:2]1[CH:3]=[CH:4][C:5]([C@@H:8]2[O:13][CH2:12][CH2:11][N:10]([C:22]([O:24][CH2:25][CH3:26])=[O:23])[CH2:9]2)=[CH:6][CH:7]=1. Procedure: To a solution of (2S)-2-(4-fluorophenyl)-4-(benzyl)morpholine (1.00 g, 3.67 mmol) in toluene (10 mL) was added a solution of ethyl chloroformate (0.39 mL, 4.04 mmol) in toluene (5 mL) at 89° C. The mixture was stirred for 3 hrs and the solvent was evaporated to give ethyl (S)-2-(4-fluorophenyl)morpholine-4-carboxylate (1.17 g) as a black oil. Starting materials: C1CCOC1, OCC1CCCN(Cc2ccc(Cl)cc2)C1, O=C1NC(=O)c2ccccc21, CCOC(=O)N=NC(=O)OCC, c1ccc(P(c2ccccc2)c2ccccc2)cc1. Product: O=C1c2ccccc2C(=O)N1CC1CCCN(Cc2ccc(Cl)cc2)C1. Reaction SMILES: [CH2:59]1[O:60][CH2:61][CH2:62][CH2:63]1.[Cl:1][c:2]1[cH:3][cH:4][c:5]([CH2:6][N:7]2[CH2:8][CH:9]([CH2:13][OH:14])[CH2:10][CH2:11][CH2:12]2)[cH:15][cH:16]1.[O:36]=[C:37]1[NH:38][C:39](=[O:40])[c:41]2[cH:42][cH:43][cH:44][cH:45][c:46]21.[O:47]=[C:48]([O:49][CH2:50][CH3:51])[N:52]=[N:53][C:54]([O:55][CH2:56][CH3:57])=[O:58].[c:17]1([P:18]([c:19]2[cH:20][cH:21][cH:22][cH:23][cH:24]2)[c:25]2[cH:26][cH:27][cH:28][cH:29][cH:30]2)[cH:31][cH:32][cH:33][cH:34][cH:35]1>>[Cl:1][c:2]1[cH:3][cH:4][c:5]([CH2:6][N:7]2[CH2:8][CH:9]([CH2:13][N:38]3[C:37](=[O:36])[c:46]4[c:41]([cH:42][cH:43][cH:44][cH:45]4)[C:39]3=[O:40])[CH2:10][CH2:11][CH2:12]2)[cH:15][cH:16]1. The reactants are [Al+3], C1CCOC1, O=C(c1cc2cc(F)ccc2[nH]1)N1CCCN(c2ccccn2)CC1, [H-], [H-], [H-], [H-], [Li+]. Yields the product Fc1ccc2[nH]c(CN3CCCN(c4ccccn4)CC3)cc2c1. As a reaction SMILES: [Al+3:27].[CH2:32]1[O:33][CH2:34][CH2:35][CH2:36]1.[F:1][c:2]1[cH:3][c:4]2[cH:5][c:6]([C:11](=[O:12])[N:13]3[CH2:14][CH2:15][N:16]([c:20]4[n:21][cH:22][cH:23][cH:24][cH:25]4)[CH2:17][CH2:18][CH2:19]3)[nH:7][c:8]2[cH:9][cH:10]1.[H-:26].[H-:29].[H-:30].[H-:31].[Li+:28]>>[F:1][c:2]1[cH:3][c:4]2[cH:5][c:6]([CH2:11][N:13]3[CH2:14][CH2:15][N:16]([c:20]4[n:21][cH:22][cH:23][cH:24][cH:25]4)[CH2:17][CH2:18][CH2:19]3)[nH:7][c:8]2[cH:9][cH:10]1. The reactants are CC=1C=CC(=CC1)S(=O)(=O)O (p-toluenesulfonate), TEA, N([C@@H](CCC(N)=O)C(=O)O)C(=O)OCC1=CC=CC=C1 (Z-Gln-OH), C1C2C=CC1C3C2C(=O)N(C3=O)O (HONB), C1CCC(CC1)N=C=NC2CCCCC2 (DCC), N[C@@H](CC1=CNC2=CC=CC=C12)C(=O)OCC1=CC=CC=C1 (H-Trp-OBzl). Solvent: C1CCOC1 (THF). Reaction conditions: time 15 hour. The product is N([C@@H](CCC(N)=O)C(=O)N[C@@H](CC1=CNC2=CC=CC=C12)C(=O)OCC1=CC=CC=C1)C(=O)OCC1=CC=CC=C1 (Z-Gln-Trp-OBzl). RXN SMILES: [NH2:1][C@H:2]([C:13]([O:15][CH2:16][C:17]1[CH:22]=[CH:21][CH:20]=[CH:19][CH:18]=1)=[O:14])[CH2:3][C:4]1[C:12]2[C:7](=[CH:8][CH:9]=[CH:10][CH:11]=2)[NH:6][CH:5]=1.CC1C=CC(S(O)(=O)=O)=CC=1.[NH:34]([C:44]([O:46][CH2:47][C:48]1[CH:53]=[CH:52][CH:51]=[CH:50][CH:49]=1)=[O:45])[C@H:35]([C:41](O)=[O:42])[CH2:36][CH2:37][C:38](=[O:40])[NH2:39].C1C2C3C(=O)N(O)C(=O)C3C1C=C2.C1CCC(N=C=NC2CCCCC2)CC1>C1COCC1>[NH:34]([C:44]([O:46][CH2:47][C:48]1[CH:53]=[CH:52][CH:51]=[CH:50][CH:49]=1)=[O:45])[C@H:35]([C:41]([NH:1][C@H:2]([C:13]([O:15][CH2:16][C:17]1[CH:22]=[CH:21][CH:20]=[CH:19][CH:18]=1)=[O:14])[CH2:3][C:4]1[C:12]2[C:7](=[CH:8][CH:9]=[CH:10][CH:11]=2)[NH:6][CH:5]=1)=[O:42])[CH2:36][CH2:37][C:38](=[O:40])[NH2:39]. Reported procedure: In 500 ml of THF is dissolved 50.0 g of H-Trp-OBzl. p-toluenesulfonate, and under ice-cooling, 15.4 ml of TEA, 28.0 g of Z-Gln-OH, 19.7 g of HONB and 22.7 g of DCC are added. The mixture is stirred for 15 hours. The precipitated DCU is filtered off, the filtrate concentrated and the residue dissolved in 300 ml of ethyl acetate. The solution is washed with saturated aqueous sodium hydrogen carbonate (150 ml×2), 10% aqueous citric acid (150 ml×2) and water (150 ml×2) in the order mentioned. The so... Reactants: CO, NO, O=C(c1ccccc1)c1ccccc1. Product: ON=C(c1ccccc1)c1ccccc1. RXN SMILES: [CH3:17][OH:18].[NH2:15][OH:16].[O:1]=[C:2]([c:3]1[cH:4][cH:5][cH:6][cH:7][cH:8]1)[c:9]1[cH:10][cH:11][cH:12][cH:13][cH:14]1>>[C:2]([c:3]1[cH:4][cH:5][cH:6][cH:7][cH:8]1)([c:9]1[cH:10][cH:11][cH:12][cH:13][cH:14]1)=[N:15][OH:16]. Reactants: CC1(OB(OC1(C)C)C1=CC=C(C=C1)N1N=CC=2C1=NC=NC2)C (1-(4-(4,4,5,5-tetramethyl-1,3,2-dioxaborolan-2-yl)phenyl)-1H-pyrazolo[3,4-d]pyrimidine), [OH-].[Na+] (NaOH), OO (hydrogen peroxide). Run in C1CCOC1 (THF). Run at temperature 0 celsius, time 30 minute. Product: N1(N=CC=2C1=NC=NC2)C2=CC=C(C=C2)O (4-(1H-pyrazolo[3,4-d]pyrimidin-1-yl)phenol). Reaction SMILES: CC1(C)C(C)(C)OB([C:9]2[CH:14]=[CH:13][C:12]([N:15]3[C:19]4=[N:20][CH:21]=[N:22][CH:23]=[C:18]4[CH:17]=[N:16]3)=[CH:11][CH:10]=2)O1.[OH-:25].[Na+].OO>C1COCC1>[N:15]1([C:12]2[CH:13]=[CH:14][C:9]([OH:25])=[CH:10][CH:11]=2)[C:19]2=[N:20][CH:21]=[N:22][CH:23]=[C:18]2[CH:17]=[N:16]1 |f:1.2|. Reported procedure: To a solution of compound 21C (100 mg, 0.31 mmol) in THF (5 mL) was added NaOH (0.248 mL, 0.621 mmol) and hydrogen peroxide (0.048 mL, 0.466 mmol). The mixture was stirred at 0° C. for 30 minutes. The reaction mixture was concentrated under reduced pressure and the concentrate was dissolved in 8 mL of water. The aqueous solution was acidified with diluted HCl. A white precipitate was collected, washed with water, and dried to provide the desired product 21D: 1H NMR (400 MHz, DMSO-D6) δ ppm 9.75 ... The reactants are FC1=C(C=CC(=C1)F)C(C(C)C)=O (1-(2,4-difluorophenyl)-2-methylpropan-1-one), BrBr (bromine), [Cl-].[Na+] (sodium chloride), S(=S)(=O)([O-])[O-].[Na+].[Na+] (sodium thiosulfate). Run in C(Cl)Cl (methylene chloride). Run at time 1 hour. Yields the product BrC(C(=O)C1=C(C=C(C=C1)F)F)(C)C (2-bromo-1-(2,4-difluorophenyl)-2-methylpropan-1-one). The yield is 99.0%. Reaction SMILES: [F:1][C:2]1[CH:7]=[C:6]([F:8])[CH:5]=[CH:4][C:3]=1[C:9](=[O:13])[CH:10]([CH3:12])[CH3:11].[Br:14]Br.[Cl-].[Na+].S([O-])([O-])(=O)=S.[Na+].[Na+]>C(Cl)Cl>[Br:14][C:10]([CH3:11])([CH3:12])[C:9]([C:3]1[CH:4]=[CH:5][C:6]([F:8])=[CH:7][C:2]=1[F:1])=[O:13] |f:2.3,4.5.6|. Procedure details: In 260 ml of methylene chloride was dissolved 145.5 g (0.79 mol) of 1-(2,4-difluorophenyl)-2-methylpropan-1-one, and 134.2 g (0.84 mol) of bromine was slowly added dropwise thereto at 20° C. or lower. The mixture was warmed to room temperature and stirred for 1 hour. A saturated sodium chloride aqueous solution and a saturated sodium thiosulfate aqueous solution were added to the reaction mixture. The organic layer was separated, washed successively with a saturated sodium chloride aqueous solut... Reactants: BrC1=CC(=C(C(=C1)C)N1C=C(C=2C1=NC(=CC2N2CCC(CC2)CCO)C)C)C (2-{1-[1-(4-bromo-2,6-dimethyl-phenyl)-3,6-dimethyl-1H-pyrrolo[2,3-b]pyridin-4-yl]-piperidin-4-yl}-ethanol), O (Water), CS(=O)(=O)Cl (methanesulfonyl chloride), N1=CC=CC=C1 (pyridine). Run in C(Cl)(Cl)Cl (CHCl3). Reaction conditions: time 3 hour. The product is BrC1=CC(=C(C(=C1)C)N1C=C(C=2C1=NC(=CC2N2CCC(CC2)CCOS(=O)(=O)C)C)C)C (methanesulfonic acid 2-{1-[1-(4-bromo-2,6-dimethyl-phenyl)-3,6-dimethyl-1H-pyrrolo[2,3-b]pyridin-4-yl]-piperidin-4-yl}-ethyl ester). Isolated yield 91.8%. As a reaction SMILES: [Br:1][C:2]1[CH:7]=[C:6]([CH3:8])[C:5]([N:9]2[C:13]3=[N:14][C:15]([CH3:27])=[CH:16][C:17]([N:18]4[CH2:23][CH2:22][CH:21]([CH2:24][CH2:25][OH:26])[CH2:20][CH2:19]4)=[C:12]3[C:11]([CH3:28])=[CH:10]2)=[C:4]([CH3:29])[CH:3]=1.[CH3:30][S:31](Cl)(=[O:33])=[O:32].N1C=CC=CC=1.O>C(Cl)(Cl)Cl>[Br:1][C:2]1[CH:7]=[C:6]([CH3:8])[C:5]([N:9]2[C:13]3=[N:14][C:15]([CH3:27])=[CH:16][C:17]([N:18]4[CH2:19][CH2:20][CH:21]([CH2:24][CH2:25][O:26][S:31]([CH3:30])(=[O:33])=[O:32])[CH2:22][CH2:23]4)=[C:12]3[C:11]([CH3:28])=[CH:10]2)=[C:4]([CH3:29])[CH:3]=1. Procedure: To a solution of 2-{1-[1-(4-bromo-2,6-dimethyl-phenyl)-3,6-dimethyl-1H-pyrrolo[2,3-b]pyridin-4-yl]-piperidin-4-yl}-ethanol (0.93 g), which was prepared in the similar method as shown in example 1, in CHCl3 (10 mL), was added methanesulfonyl chloride (0.47 g) and pyridine (0.64 g) and the mixture was stirred at room temperature for 3 hours. Water was added into the reaction mixture and the mixture was extracted with CHCl3. The organic phase was washed with water and brine, dried over Na2SO4 and f... The reactants are C(C)(C)(C)OC(=O)N1CCN(CC1)C1=NC=C(C=C1C)Br (4-(5-bromo-3-methylpyridin-2-yl)piperazine-1-carboxylic acid tert-butyl ester), CN(C=O)C (N,N-dimethylformamide), O (water), N (ammonia), tetrakistriphenylphosphine palladium(0). Reagents/catalysts: [C-]#N.[Zn+2].[C-]#N (zinc cyanide). Run at temperature 120 celsius, time 4 hour. Yields the product C(C)(C)(C)OC(=O)N1CCN(CC1)C1=NC=C(C=C1C)C#N (4-(5-cyano-3-methylpyridin-2-yl)piperazine-1-carboxylic acid tert-butyl ester). As a reaction SMILES: [C:1]([O:5][C:6]([N:8]1[CH2:13][CH2:12][N:11]([C:14]2[C:19]([CH3:20])=[CH:18][C:17](Br)=[CH:16][N:15]=2)[CH2:10][CH2:9]1)=[O:7])([CH3:4])([CH3:3])[CH3:2].O.N.[CH3:24][N:25](C)C=O>[C-]#N.[Zn+2].[C-]#N>[C:1]([O:5][C:6]([N:8]1[CH2:13][CH2:12][N:11]([C:14]2[C:19]([CH3:20])=[CH:18][C:17]([C:24]#[N:25])=[CH:16][N:15]=2)[CH2:10][CH2:9]1)=[O:7])([CH3:4])([CH3:3])[CH3:2] |f:4.5.6|. Procedure: Under a nitrogen stream, 4-(5-bromo-3-methylpyridin-2-yl)piperazine-1-carboxylic acid tert-butyl ester (3.13 g) was dissolved in N,N-dimethylformamide (30 mL), zinc cyanide (1.03 g) and tetrakistriphenylphosphine palladium(0) (0.51 g) were added, and the mixture was stirred at 120° C. for 4 hr. After completion of the reaction, to the reaction mixture was added water/saturated aqueous ammonium chloride solution/28% aqueous ammonia (4:4:1), and the mixture was extracted with ethyl acetate. The or... The reactants are COC(C1=CC=C(C=C1)NC1CCNCC1)=O (4-(Piperidin-4-ylamino)benzoic Acid Methyl Ester), NC1=NC(=NC2=CC(=C(C=C12)OC)OC)Cl (4-amino-2-chloro-6,7-dimethoxy quinazoline). The solvent is C(C)(C)(C)O (tert-butanol). Reaction conditions: temperature 120 celsius, time 12 hour. Product: COC(C1=CC=C(C=C1)NC1CCN(CC1)C1=NC2=CC(=C(C=C2C(=N1)N)OC)OC)=O (4-[1-(4-Amino-6,7-dimethoxy-quinazolin-2-yl)-piperidin-4-ylamino]-benzoic acid methyl ester). Yield: 84.2%. Reaction SMILES: [CH3:1][O:2][C:3](=[O:17])[C:4]1[CH:9]=[CH:8][C:7]([NH:10][CH:11]2[CH2:16][CH2:15][NH:14][CH2:13][CH2:12]2)=[CH:6][CH:5]=1.[NH2:18][C:19]1[C:28]2[C:23](=[CH:24][C:25]([O:31][CH3:32])=[C:26]([O:29][CH3:30])[CH:27]=2)[N:22]=[C:21](Cl)[N:20]=1>C(O)(C)(C)C>[CH3:1][O:2][C:3](=[O:17])[C:4]1[CH:5]=[CH:6][C:7]([NH:10][CH:11]2[CH2:16][CH2:15][N:14]([C:21]3[N:20]=[C:19]([NH2:18])[C:28]4[C:23](=[CH:24][C:25]([O:31][CH3:32])=[C:26]([O:29][CH3:30])[CH:27]=4)[N:22]=3)[CH2:13][CH2:12]2)=[CH:8][CH:9]=1. Procedure details: Compound 47 (0.05 g, 0.21 mmol) was added to a solution of 4-amino-2-chloro-6,7-dimethoxy quinazoline (0.05 g, 0.19 mmol) in tert-butanol (5 mL) at 25° C. The mixture was subsequently stirred at 120° C. for 12 h. The reaction mixture was then cooled to room temperature and the desired product was filtered and rinsed with acetone to give 0.07 g (83%) of the title compound: TLC (Rf =0.35; 5% MeOH/CH2Cl2); 1H NMR (DMSO) δ 12.15 (s, 1H), 8.75 (d, 2H), 7.73 (s, 1H), 7.69 (d, 2H, J=8.7), 7.51 (s, 1H),...